Dataset: the Open Reaction Database (ORD), a public repository of structured organic reaction records. Task: describe an organic reaction: reactants, conditions, products, and yield The reactants are [BH3-]C#N, CCCN(CCC)CCCCNC(=O)Nc1ccc(CNCc2ncc[nH]2)cc1, Cn1ccnc1C=O, CC(=O)O, CO, [Na+]. Product: CCCN(CCC)CCCCNC(=O)Nc1ccc(CN(Cc2ncc[nH]2)Cc2nccn2C)cc1. As a reaction SMILES: [C:38]([BH3-:39])#[N:40].[CH2:1]([CH2:2][CH3:3])[N:4]([CH2:5][CH2:6][CH2:7][CH2:8][NH:9][C:10](=[O:11])[NH:12][c:13]1[cH:14][cH:15][c:16]([CH2:19][NH:20][CH2:21][c:22]2[nH:23][cH:24][cH:25][n:26]2)[cH:17][cH:18]1)[CH2:27][CH2:28][CH3:29].[CH3:30][n:31]1[c:32]([CH:36]=[O:37])[n:33][cH:34][cH:35]1.[CH3:42][C:43](=[O:44])[OH:45].[CH3:46][OH:47].[Na+:41]>>[CH2:1]([CH2:2][CH3:3])[N:4]([CH2:5][CH2:6][CH2:7][CH2:8][NH:9][C:10](=[O:11])[NH:12][c:13]1[cH:14][cH:15][c:16]([CH2:19][N:20]([CH2:21][c:22]2[n:23][cH:24][cH:25][nH:26]2)[CH2:36][c:32]2[n:31]([CH3:30])[cH:35][cH:34][n:33]2)[cH:17][cH:18]1)[CH2:27][CH2:28][CH3:29].